Dataset: the Open Reaction Database (ORD), a public repository of structured organic reaction records. Task: describe an organic reaction: reactants, conditions, products, and yield Starting materials: C(=CC=CC)C1CC(OC2(O1)CCCCC2)CC(=O)OC (Methyl 4-(1,3-pentadienyl)-1,5-dioxaspiro[5.5]undecane-2-acetate), [OH-].[Na+] (NaOH). The solvent is CO (methanol). Yields the product C(=CC=CC)[C@@H]1C[C@@H](OC2(O1)CCCCC2)CC(=O)O (Cis-4-(1,3-pentadienyl)-1,5-dioxaspiro[5.5]undecane-2-acetic acid). Isolated yield 57.5%. Reaction SMILES: [CH:1]([CH:6]1[O:11][C:10]2([CH2:16][CH2:15][CH2:14][CH2:13][CH2:12]2)[O:9][CH:8]([CH2:17][C:18]([O:20]C)=[O:19])[CH2:7]1)=[CH:2][CH:3]=[CH:4][CH3:5].[OH-].[Na+]>CO>[CH:1]([C@H:6]1[O:11][C:10]2([CH2:16][CH2:15][CH2:14][CH2:13][CH2:12]2)[O:9][C@@H:8]([CH2:17][C:18]([OH:20])=[O:19])[CH2:7]1)=[CH:2][CH:3]=[CH:4][CH3:5] |f:1.2|. Procedure details: Methyl 4-(1,3-pentadienyl)-1,5-dioxaspiro[5.5]undecane-2-acetate (3.5 g, 12.4 mmol) was heated to reflux in a solution of 1N NaOH (13 mL) and methanol (26 mL). Methanol was removed under reduced pressure and the remaining aqueous solution was acidified with 1N HCl and extracted with diethyl ether. The organic layer was dried (Na2SO4) and concentrated. The residual solid was recrystallized from ethyl acetate/hexane to afford 2.0 g (55.9%) of the title compound as a colorless solid; m.p.=144°-146.... The reactants are C1(=CC=CC=C1)C(C(=O)N[C@H](CCCN)C(=O)N[C@H](C)C1=CC=CC2=CC=CC=C12)C1=CC=CC=C1 ((R)-N2 -(diphenylacetyl)-(R)-N-[1-(1-naphthyl)ethyl]ornithine amide), Cl.N1(N=CC=C1)C(=N)N (1H-pyrazole-1-carboxamidine mono-hydrochloride), TEA. Run in CN(C)C=O (DMF). Product: [NH4+].[OH-] (NH4OH), Cl.C1(=CC=CC=C1)C(C(=O)N[C@H](CCCNC(N)=N)C(=O)N[C@H](C)C1=CC=CC2=CC=CC=C12)C1=CC=CC=C1 ((R)-N2 -(Diphenylacetyl)-(R)-N-[1-(1-naphthyl)ethyl]arginine amide hydrochloride). The yield is 154.7%. RXN SMILES: [C:1]1([CH:7]([C:31]2[CH:36]=[CH:35][CH:34]=[CH:33][CH:32]=2)[C:8]([NH:10][C@@H:11]([C:16]([NH:18][C@@H:19]([C:21]2[C:30]3[C:25](=[CH:26][CH:27]=[CH:28][CH:29]=3)[CH:24]=[CH:23][CH:22]=2)[CH3:20])=[O:17])[CH2:12][CH2:13][CH2:14][NH2:15])=[O:9])[CH:6]=[CH:5][CH:4]=[CH:3][CH:2]=1.[ClH:37].[N:38]1([C:43](N)=[NH:44])C=CC=N1>CN(C=O)C>[NH4+:10].[OH-:9].[ClH:37].[C:31]1([CH:7]([C:1]2[CH:2]=[CH:3][CH:4]=[CH:5][CH:6]=2)[C:8]([NH:10][C@@H:11]([C:16]([NH:18][C@@H:19]([C:21]2[C:30]3[C:25](=[CH:26][CH:27]=[CH:28][CH:29]=3)[CH:24]=[CH:23][CH:22]=2)[CH3:20])=[O:17])[CH2:12][CH2:13][CH2:14][NH:15][C:43](=[NH:38])[NH2:44])=[O:9])[CH:36]=[CH:35][CH:34]=[CH:33][CH:32]=1 |f:1.2,4.5,6.7|. Procedure: Prepared according to the method described in Example 6(e) above from (R)-N2 -(diphenylacetyl)-(R)-N-[1-(1-naphthyl)ethyl]ornithine amide (0.42 g; 0.88 mmol; step (d) above), 1H-pyrazole-1-carboxamidine mono-hydrochloride (0.14 g; 0.88 mmol), TEA (0.18 g; 1.76 mmol) and DMF (8 mL), 18 hours reaction time. The resultant solution was concentrated and chromatographed on silica eluting with MeOH:CHCl3 :conc. NH4OH (3:6:1) to afford the title compound as a white solid (0.38 g). Reactants: C(CCC)C(C(=O)OCC)CC1=CC=C(C=C1)OCCNC(=O)C1=CC=C(C=C1)C1=CC(=CC=C1)CN(C)C (ethyl 2-butyl-3-[4-[2-(3′-dimethylaminomethylbiphenyl-4-carbonylamino)ethoxy]phenyl]propionate), product, [OH-].[Na+] (sodium hydroxide). Yields the product C(CCC)C(C(=O)O)CC1=CC=C(C=C1)OCCNC(=O)C1=CC=C(C=C1)C1=CC(=CC=C1)CN(C)C (2-Butyl-3-[4-[2-(3′-dimethylaminomethylbiphenyl-4-carbonylamino)ethoxy]phenyl]propionic acid). The yield is 48.6%. As a reaction SMILES: [CH2:1]([CH:5]([CH2:11][C:12]1[CH:17]=[CH:16][C:15]([O:18][CH2:19][CH2:20][NH:21][C:22]([C:24]2[CH:29]=[CH:28][C:27]([C:30]3[CH:35]=[CH:34][CH:33]=[C:32]([CH2:36][N:37]([CH3:39])[CH3:38])[CH:31]=3)=[CH:26][CH:25]=2)=[O:23])=[CH:14][CH:13]=1)[C:6]([O:8]CC)=[O:7])[CH2:2][CH2:3][CH3:4].[OH-].[Na+]>>[CH2:1]([CH:5]([CH2:11][C:12]1[CH:13]=[CH:14][C:15]([O:18][CH2:19][CH2:20][NH:21][C:22]([C:24]2[CH:25]=[CH:26][C:27]([C:30]3[CH:35]=[CH:34][CH:33]=[C:32]([CH2:36][N:37]([CH3:38])[CH3:39])[CH:31]=3)=[CH:28][CH:29]=2)=[O:23])=[CH:16][CH:17]=1)[C:6]([OH:8])=[O:7])[CH2:2][CH2:3][CH3:4] |f:1.2|. Procedure details: In a similar manner to that described in Example 2, ethyl 2-butyl-3-[4-[2-(3′-dimethylaminomethylbiphenyl-4-carbonylamino)ethoxy]phenyl]propionate (263 mg), which is the product of Example 38, was reacted with aqueous sodium hydroxide solution (1N, 1.00 ml) and the reaction mixture was treated to give the title compound (121 mg) as a white powder.